Dataset: the Open Reaction Database (ORD), a public repository of structured organic reaction records. Task: describe an organic reaction: reactants, conditions, products, and yield The reactants are [H-].[Na+] (sodium hydride), [I-].C(C)(C)(C)[NH3+] (tert-butyl ammonium iodide), oil, [H-].[Na+] (sodium hydride), OC1=CC=C(C=O)C=C1 (4-hydroxybenzaldehyde), C(Cl)C1CO1 (epichlorohydrin). The solvent is O1CCCC1 (tetrahydrofuran). Product: C(C1CO1)OC1=CC=C(C=O)C=C1 (4-glycidoxy benzaldehyde). The yield is 40.0%. As a reaction SMILES: [H-].[Na+].[OH:3][C:4]1[CH:11]=[CH:10][C:7]([CH:8]=[O:9])=[CH:6][CH:5]=1.[I-].C([NH3+])(C)(C)C.[CH2:18]([CH:20]1[O:22][CH2:21]1)Cl>O1CCCC1>[CH2:18]([O:3][C:4]1[CH:11]=[CH:10][C:7]([CH:8]=[O:9])=[CH:6][CH:5]=1)[CH:20]1[O:22][CH2:21]1 |f:0.1,3.4|. Reported procedure: A 250 ml. three neck flask was equipped with magnetic stir bar, reflux condenser, addition funnel and nitrogen inlet. Dry nitrogen was swept through the apparatus while it was heated with a heat gun. After the apparatus was cooled, 5.95 g. of a 60% oil dispersion of sodium hydride (0.149 mole) was added and triturated three times with 25 ml. of petroleum ether to remove the oil. A solution of 36.6 g. (0.3 mole) 4-hydroxybenzaldehyde in 100 ml. of tetrahydrofuran was added dropwise to the sodium ... Starting materials: C(CC#C)OC(NC1=NC(=CC=C1)CCl)=O (but-3-yn-1-yl[6-(chloromethyl)pyridin-2-yl]carbamate), [I-].[K+] (potassium iodide), C(#N)\C(\C1=CC=CC=C1)=N/[O-].[Na+] (sodium {[(Z)-cyano(phenyl)methylene]amino}oxidanide). Run in C(C)#N (acetonitrile), CN(C)C=O (DMF). Reaction conditions: time 7 hour. Yields the product C(CC#C)OC(NC1=NC(=CC=C1)CO\N=C(\C1=CC=CC=C1)/C#N)=O (But-3-yn-1-yl{6-[({[(Z)-cyano(phenyl)methylene]amino}oxy)methyl]pyridin-2-yl}carbamate). RXN SMILES: [CH2:1]([O:5][C:6](=[O:16])[NH:7][C:8]1[CH:13]=[CH:12][CH:11]=[C:10]([CH2:14]Cl)[N:9]=1)[CH2:2][C:3]#[CH:4].[I-].[K+].[C:19](/[C:21](=[N:28]\[O-:29])/[C:22]1[CH:27]=[CH:26][CH:25]=[CH:24][CH:23]=1)#[N:20].[Na+]>C(#N)C.CN(C=O)C>[CH2:1]([O:5][C:6](=[O:16])[NH:7][C:8]1[CH:13]=[CH:12][CH:11]=[C:10]([CH2:14][O:29]/[N:28]=[C:21](\[C:19]#[N:20])/[C:22]2[CH:27]=[CH:26][CH:25]=[CH:24][CH:23]=2)[N:9]=1)[CH2:2][C:3]#[CH:4] |f:1.2,3.4|. Reported procedure: Phenylacetonitrile (9.72 g, 82.97 mmol) was metered into a suspension of 3.31 g (82.97 mmol) of NaOH in 60 ml of ethanol. Following the complete addition, 11.66 g (99.56 mmol) of isopentyl nitrite were metered in dropwise at temperatures of 15° C. The mixture was then stirred for a further 2 hours at this temperature. The reaction mixture was diluted with 300 ml of diethyl ether, and the precipitated solid was filtered off and washed twice with in each case 50 ml of diethyl ether. The white salt... Starting materials: CC(S)(c1ccc(F)cc1)c1ccc(F)cc1, COC(=O)COc1cccc2c1OCCN2CCO. Yields the product COC(=O)COc1cccc2c1OCCN2CCSC(C)(c1ccc(F)cc1)c1ccc(F)cc1. Reaction SMILES: [F:20][c:21]1[cH:22][cH:23][c:24]([C:27]([CH3:28])([SH:29])[c:30]2[cH:31][cH:32][c:33]([F:36])[cH:34][cH:35]2)[cH:25][cH:26]1.[OH:1][CH2:2][CH2:3][N:4]1[CH2:5][CH2:6][O:7][c:8]2[c:9]1[cH:10][cH:11][cH:12][c:13]2[O:14][CH2:15][C:16](=[O:17])[O:18][CH3:19]>>[CH2:2]([CH2:3][N:4]1[CH2:5][CH2:6][O:7][c:8]2[c:9]1[cH:10][cH:11][cH:12][c:13]2[O:14][CH2:15][C:16](=[O:17])[O:18][CH3:19])[S:29][C:27]([c:24]1[cH:23][cH:22][c:21]([F:20])[cH:26][cH:25]1)([CH3:28])[c:30]1[cH:31][cH:32][c:33]([F:36])[cH:34][cH:35]1. Reactants: ClC1=C(C=CC(=C1)[N+](=O)[O-])CC(=O)NOC (2-(2-Chloro-4-nitrophenyl)-N-methoxyacetamide), ClC1=NC(=NC=C1C=O)SC (4-chloro-2-(methylthio)pyrimidine-5-carbaldehyde), C(=O)([O-])[O-].[K+].[K+] (K2CO3). Solvent: CN(C)C=O (DMF). Run at temperature 0 celsius, time 2 hour. The product is ClC1=C(C=CC(=C1)[N+](=O)[O-])C1=CC2=C(N=C(N=C2)SC)N(C1=O)OC (6-(2-chloro-4-nitrophenyl)-8-methoxy-2-(methylthio)pyrido[2,3-d]pyrimidin-7(8H)-one). Yield: 63.0%. Reaction SMILES: [Cl:1][C:2]1[CH:7]=[C:6]([N+:8]([O-:10])=[O:9])[CH:5]=[CH:4][C:3]=1[CH2:11][C:12]([NH:14][O:15][CH3:16])=[O:13].Cl[C:18]1[C:23]([CH:24]=O)=[CH:22][N:21]=[C:20]([S:26][CH3:27])[N:19]=1.C([O-])([O-])=O.[K+].[K+]>CN(C=O)C>[Cl:1][C:2]1[CH:7]=[C:6]([N+:8]([O-:10])=[O:9])[CH:5]=[CH:4][C:3]=1[C:11]1[C:12](=[O:13])[N:14]([O:15][CH3:16])[C:18]2[N:19]=[C:20]([S:26][CH3:27])[N:21]=[CH:22][C:23]=2[CH:24]=1 |f:2.3.4|. Procedure: 2-(2-Chloro-4-nitrophenyl)-N-methoxyacetamide (49.3 mmol) and 4-chloro-2-(methylthio)pyrimidine-5-carbaldehyde (41.2 mmol) were dissolved in DMF (600 mL). The solution was cooled to 0° C., and K2CO3 (91 mmol) was added in one poroom temperatureion. The mixture was stirred at 0° C. for 2 h and then at room temperature for 48 h. The reaction mixture was filtered and the filtrate was concentrated under reduced pressure to 60 mL. Water (600 mL) was added. The precipitate was filtered, washed twice w... Reactants: [N+](=O)([O-])C=1C=CC2=C(C34C(CN(C3)CC3CCCC3)C3=C(C2C4)C=CC(=C3)[N+](=O)[O-])C1 (5,11-dinitro-2-cyclopentylmethyl-2,3,8,12b-tetrahydro-1H-3a,8-methanodibenzo[3,4:6,7]cyclohepta[1,2-c]pyrrole). Reagents/catalysts: [Pt]=O (platinum oxide). The solvent is O1CCCC1 (tetrahydrofuran). Product: NC=1C=CC2=C(C34C(CN(C3)CC3CCCC3)C3=C(C2C4)C=CC(=C3)N)C1 (5,11 -diamino-2-cyclopentylmethyl-2,3,8,12b-tetrahydro-1H-3a,8-methanodibenzo[3,4:6,7]cyclohepta[1,2-c]pyrrole). Yield: 123.7%. RXN SMILES: [N+:1]([C:4]1[CH:5]=[CH:6][C:7]2[CH:22]3[CH2:23][C:9]4([CH2:13][N:12]([CH2:14][CH:15]5[CH2:19][CH2:18][CH2:17][CH2:16]5)[CH2:11][CH:10]4[C:20]4[CH:27]=[C:26]([N+:28]([O-])=O)[CH:25]=[CH:24][C:21]=43)[C:8]=2[CH:31]=1)([O-])=O>O1CCCC1.[Pt]=O>[NH2:1][C:4]1[CH:5]=[CH:6][C:7]2[CH:22]3[CH2:23][C:9]4([CH2:13][N:12]([CH2:14][CH:15]5[CH2:16][CH2:17][CH2:18][CH2:19]5)[CH2:11][CH:10]4[C:20]4[CH:27]=[C:26]([NH2:28])[CH:25]=[CH:24][C:21]=43)[C:8]=2[CH:31]=1. Procedure details: A solution of 5.0 g of 5,11-dinitro-2-cyclopentylmethyl-2,3,8,12b-tetrahydro-1H-3a,8-methanodibenzo[3,4:6,7]cyclohepta[1,2-c]pyrrole in tetrahydrofuran was hydrogenated at 50 lbs. pressure and room temperature with 0.2 g of platinum oxide catalyst to give 5.3 g of 5,11 -diamino-2-cyclopentylmethyl-2,3,8,12b-tetrahydro-1H-3a,8-methanodibenzo[3,4:6,7]cyclohepta[1,2-c]pyrrole as an oil; nmr spectrum: δ 1.0-4.0 (m, 19); 3.4 (s, 4); 6.2-6.7 (m, 4); 6.8-7.0 (m, 2).